Dataset: the Open Reaction Database (ORD), a public repository of structured organic reaction records. Task: describe an organic reaction: reactants, conditions, products, and yield The reactants are ClC1=C(C(=O)O)C=C(C=C1)S(=O)(=O)Cl (2-chloro-5-(chlorosulfonyl)benzoic acid), C1(CC1)N (cyclopropyl amine). Solvent: C(Cl)Cl (DCM). Conditions: time 16 hour. Yields the product ClC1=C(C(=O)O)C=C(C=C1)S(NC1CC1)(=O)=O (2-chloro-5-(N-cyclopropylsulfamoyl)benzoic acid). Yield: 69.4%. As a reaction SMILES: [Cl:1][C:2]1[CH:10]=[CH:9][C:8]([S:11](Cl)(=[O:13])=[O:12])=[CH:7][C:3]=1[C:4]([OH:6])=[O:5].[CH:15]1([NH2:18])[CH2:17][CH2:16]1>C(Cl)Cl>[Cl:1][C:2]1[CH:10]=[CH:9][C:8]([S:11](=[O:13])(=[O:12])[NH:18][CH:15]2[CH2:17][CH2:16]2)=[CH:7][C:3]=1[C:4]([OH:6])=[O:5]. Reported procedure: To a solution of 2-chloro-5-(chlorosulfonyl)benzoic acid (4.0 g, 15.68 mmol) in DCM (60 mL) was added cyclopropyl amine (1.8 g, 31.57 mmol) and the reaction mixture was stirred at RT for 16 h. The reaction mass was concentrated and the residue was diluted with ice cold water and acidified with dilute HCl. The crude solid was filtered off, washed with water and dried to afford 3.0 g of pure product. 1H NMR (300 MHz, DMSO d6): δ 0.37 (s, 2H), 0.49 (d, J=5.4 Hz, 2H), 2.12-2.13 (m, 1H), 7.82 (d, J=8... Reported procedure: To a stirred mixture of 13 parts of 6-chloro-1,3-dihydro-1-(2-hydroxyethyl)-2H-benzimidazol-2-one in 225 parts of trichloromethane are added dropwise 32 parts of sulfinyl chloride. Upon completion, stirring is continued for 7 hours at reflux temperature. The reaction mixture is evaporated and the residue is triturated in water. The solid product is filtered off and crystallized from a mixture of 2-propanol and 2,2'-oxybispropane. It is filtered off again and dried, yielding 5 parts (35.5%) of 6-... Solvent: ClC(Cl)Cl (trichloromethane). Yields the product ClC=1C=CC2=C(N(C(N2)=O)CCCl)C1 (6-chloro-1-(2-chloroethyl)-1,3-dihydro-2H-benzimidazol-2-one). Reactants: 13, ClC=1C=CC2=C(N(C(N2)=O)CCO)C1 (6-chloro-1,3-dihydro-1-(2-hydroxyethyl)-2H-benzimidazol-2-one), S(=O)(Cl)Cl (sulfinyl chloride). RXN SMILES: [Cl:1][C:2]1[CH:3]=[CH:4][C:5]2[NH:9][C:8](=[O:10])[N:7]([CH2:11][CH2:12]O)[C:6]=2[CH:14]=1.S(Cl)([Cl:17])=O>ClC(Cl)Cl>[Cl:1][C:2]1[CH:3]=[CH:4][C:5]2[NH:9][C:8](=[O:10])[N:7]([CH2:11][CH2:12][Cl:17])[C:6]=2[CH:14]=1. Isolated yield 35.5%. Reaction conditions: time 7 hour.